Dataset: the Open Reaction Database (ORD), a public repository of structured organic reaction records. Task: describe an organic reaction: reactants, conditions, products, and yield Reactants: Cl (hydrochloride), ice water, [OH-].[Na+] (sodium hydroxide), solution, FC1=CC=C(C=C1)[Mg]Br (4-fluorophenyl-magnesium bromide), [C@H]1(CCC2=CC=CC=C12)NC1=NC2=CC=C(C=C2C=C1)C#N (2-((R)-indan-1-ylamino)-quinoline-6-carbonitrile). Solvent: O1CCCC1 (tetrahydrofurane). The product is FC1=CC=C(C=C1)C(=O)C=1C=C2C=CC(=NC2=CC1)N[C@@H]1CCC2=CC=CC=C12 ((4-fluoro-phenyl)-[2-((R)-indan-1-ylamino)-quinolin-6-yl]-methanone), yellow foam. Yield: 71.0%. Reaction SMILES: [C@H:1]1([NH:10][C:11]2[CH:20]=[CH:19][C:18]3[C:13](=[CH:14][CH:15]=[C:16]([C:21]#N)[CH:17]=3)[N:12]=2)[C:9]2[C:4](=[CH:5][CH:6]=[CH:7][CH:8]=2)[CH2:3][CH2:2]1.[F:23][C:24]1[CH:29]=[CH:28][C:27]([Mg]Br)=[CH:26][CH:25]=1.Cl.[OH-:33].[Na+]>O1CCCC1>[F:23][C:24]1[CH:29]=[CH:28][C:27]([C:21]([C:16]2[CH:17]=[C:18]3[C:13](=[CH:14][CH:15]=2)[N:12]=[C:11]([NH:10][C@H:1]2[C:9]4[C:4](=[CH:5][CH:6]=[CH:7][CH:8]=4)[CH2:3][CH2:2]2)[CH:20]=[CH:19]3)=[O:33])=[CH:26][CH:25]=1 |f:3.4|. Procedure details: To a cooled (ice bath) and stirred suspension of 2-((R)-indan-1-ylamino)-quinoline-6-carbonitrile (example 53, step B) (230 mg, 0.81 mmol) in tetrahydrofurane (4 ml) was added drop wise a 1M solution of 4-fluorophenyl-magnesium bromide (2.4 ml, 2.43 mmol), the reaction mixture was heated under reflux conditions for 20 h and poured into ice-water (20 ml). 2N hydrochloride solution (5 ml) was added, the mixture was stirred at room temperature for 10 min, 3 N sodium hydroxide solution (5 ml) was ad... Starting materials: FC1=C(OC2=CC(=NC=N2)NC(=O)N2CCCC2)C=CC(=C1)[N+](=O)[O-] (N-(6-(2-fluoro-4-nitrophenoxy)pyrimidin-4-yl)pyrrolidine-1-carboxamide), [Cl-].[NH4+] (ammonium chloride). The reagents and catalysts are [Fe] (iron). Run in C(C)O.O (ethanol water). Reaction conditions: time 1 hour. The product is NC1=CC(=C(OC2=CC(=NC=N2)NC(=O)N2CCCC2)C=C1)F (N-(6-(4-amino-2-fluorophenoxy)pyrimidin-4-yl)pyrrolidine-1-carboxamide). Isolated yield 82.1%. As a reaction SMILES: [F:1][C:2]1[CH:22]=[C:21]([N+:23]([O-])=O)[CH:20]=[CH:19][C:3]=1[O:4][C:5]1[N:10]=[CH:9][N:8]=[C:7]([NH:11][C:12]([N:14]2[CH2:18][CH2:17][CH2:16][CH2:15]2)=[O:13])[CH:6]=1.[Cl-].[NH4+]>C(O)C.O.[Fe]>[NH2:23][C:21]1[CH:20]=[CH:19][C:3]([O:4][C:5]2[N:10]=[CH:9][N:8]=[C:7]([NH:11][C:12]([N:14]3[CH2:18][CH2:17][CH2:16][CH2:15]3)=[O:13])[CH:6]=2)=[C:2]([F:1])[CH:22]=1 |f:1.2,3.4|. Procedure details: N-(6-(2-fluoro-4-nitrophenoxy)pyrimidin-4-yl)pyrrolidine-1-carboxamide (0.320 g, 0.921 mmol) was dissolved in a mixture of 3:1 ethanol/water (8 ml). Then iron (0.276 g, 4.95 mmol) and ammonium chloride (0.0281 g, 0.525 mmol) was added to the mixture with stirring. The mixture was placed in a pre-heated oil bath (80° C.) for 1 hour. The oil bath was removed to allow the mixture to cool to ambient temperature. The mixture was filtered through a filter diskette. The flask was rinsed with methanol (... Reactants: CCOC(C)=O, COc1ccc2ncn(COCc3ccccc3)c2c1, [Li]CCCC, CON(C)C(=O)c1sccc1Br, CCCCCCC, [Cl-], [NH4+], C1CCOC1. The product is COc1ccc2nc(C(=O)c3sccc3Br)n(COCc3ccccc3)c2c1. Reaction SMILES: [C:52]([O:53][CH2:54][CH3:55])(=[O:56])[CH3:57].[CH2:1]([c:2]1[cH:3][cH:4][cH:5][cH:6][cH:7]1)[O:8][CH2:9][n:10]1[cH:11][n:12][c:13]2[c:14]1[cH:15][c:16]([O:19][CH3:20])[cH:17][cH:18]2.[CH2:21]([Li:22])[CH2:23][CH2:24][CH3:25].[CH3:26][O:27][N:28]([C:29](=[O:30])[c:31]1[s:32][cH:33][cH:34][c:35]1[Br:36])[CH3:37].[CH3:45][CH2:46][CH2:47][CH2:48][CH2:49][CH2:50][CH3:51].[Cl-:38].[NH4+:39].[O:40]1[CH2:41][CH2:42][CH2:43][CH2:44]1>>[CH2:1]([c:2]1[cH:3][cH:4][cH:5][cH:6][cH:7]1)[O:8][CH2:9][n:10]1[c:11]([C:29](=[O:30])[c:31]2[s:32][cH:33][cH:34][c:35]2[Br:36])[n:12][c:13]2[c:14]1[cH:15][c:16]([O:19][CH3:20])[cH:17][cH:18]2. Starting materials: O=C([C@H](C)NC(OC(C)(C)C)=O)NC1=NC=CC=C1NC1=NC=CC=C1 ((S)-tert-butyl 1-oxo-1-(3-(pyridin-2-ylamino)pyridin-2-ylamino)-propan-2-ylcarbamate). Run in CC(=O)O (AcOH). Reaction conditions: time 3 day. Yields the product N1=C(C=CC=C1)N1C(=NC2=NC=CC=C21)C(C)NC(OC(C)(C)C)=O (tert-butyl 1-(1-(pyridin-2-yl)-1H-imidazo[4,5-b]pyridin-2-yl)ethylcarbamate). As a reaction SMILES: O=[C:2]([NH:13][C:14]1[C:19]([NH:20][C:21]2[CH:26]=[CH:25][CH:24]=[CH:23][N:22]=2)=[CH:18][CH:17]=[CH:16][N:15]=1)[C@@H:3]([NH:5][C:6](=[O:12])[O:7][C:8]([CH3:11])([CH3:10])[CH3:9])[CH3:4]>CC(O)=O>[N:22]1[CH:23]=[CH:24][CH:25]=[CH:26][C:21]=1[N:20]1[C:19]2[C:14](=[N:15][CH:16]=[CH:17][CH:18]=2)[N:13]=[C:2]1[CH:3]([NH:5][C:6](=[O:12])[O:7][C:8]([CH3:11])([CH3:10])[CH3:9])[CH3:4]. Reported procedure: A solution of (S)-tert-butyl 1-oxo-1-(3-(pyridin-2-ylamino)pyridin-2-ylamino)-propan-2-ylcarbamate (0.5432 g, 1.520 mmol) in AcOH (5.07 mL) was heated at 100° C. with stirring. After 3 days, the mixture was concentrated in vacuo to provide tert-butyl 1-(1-(pyridin-2-yl)-1H-imidazo[4,5-b]pyridin-2-yl)ethylcarbamate as a brown syrup: LC-MS (ESI) m/z 340.1 [M+H]+. Epimerization occurred. The crude product was used without further purification. 1-(1-(Pyridin-2-yl)-1H-imidazo[4,5-b]pyridin-2-yl)ethan... The reactants are C(C)C(CO)N1C=NC=2C=NC=3C=CC=CC3C21 (2-Ethyl-2-(1H-imidazo[4,5-c]quinolin-1-yl)-1-ethanol), CO (methanol), [OH-].[Na+] (sodium hydroxide), ClC=1C=C(CBr)C=CC1 (3-chlorobenzyl bromide). Yield: 92.8%. As a reaction SMILES: [CH2:1]([CH:3]([N:6]1[C:18]2[C:17]3[CH:16]=[CH:15][CH:14]=[CH:13][C:12]=3[N:11]=[CH:10][C:9]=2[N:8]=[CH:7]1)[CH2:4][OH:5])[CH3:2].[OH-].[Na+].[Cl:21][C:22]1[CH:23]=[C:24]([CH:27]=[CH:28][CH:29]=1)[CH2:25]Br.CO>[Cl-].C([N+](C)(C)C)C1C=CC=CC=1.ClCCl.O>[Cl:21][C:22]1[CH:23]=[C:24]([CH:27]=[CH:28][CH:29]=1)[CH2:25][O:5][CH2:4][CH:3]([N:6]1[C:18]2[C:17]3[CH:16]=[CH:15][CH:14]=[CH:13][C:12]=3[N:11]=[CH:10][C:9]=2[N:8]=[CH:7]1)[CH2:1][CH3:2] |f:1.2,5.6|. Conditions: time 8 hour. Run in ClCCl (dichloromethane), O (water), ClCCl (dichloromethane), ClCCl (dichloromethane). The product is ClC=1C=C(COCC(CC)N2C=NC=3C=NC=4C=CC=CC4C32)C=CC1 (1-(1-{[(3-chlorobenzyl)oxy]methyl}propyl)-1H-imidazo[4,5-c]quinoline). The reagents and catalysts are [Cl-].C(C1=CC=CC=C1)[N+](C)(C)C (benzyltrimethylammonium chloride). Procedure: 2-Ethyl-2-(1H-imidazo[4,5-c]quinolin-1-yl)-1-ethanol (3.0 g, 12.43 mmol), dichloromethane (40 mL), aqueous sodium hydroxide (40 mL of 50%), benzyltrimethylammonium chloride (0.01 g) and 3-chlorobenzyl bromide (2.81 g, 13.67 mmol) were combined and the resulting solution was stirred at ambient temperature overnight. Analysis by TLC (5% methanol in dichloromethane) indicated that the reaction was complete. The reaction was diluted with dichloromethane (100 mL) and water (100 mL). The layers were s...